From a dataset of the Open Reaction Database (ORD), a public repository of structured organic reaction records. describe an organic reaction: reactants, conditions, products, and yield Reactants: CCOC(C)=O, NS(=O)(=O)c1cc2c(s1)CNCC2. Yields the product NS(=O)(=O)c1cc2c(s1)C=NCC2. Reaction SMILES: [CH3:14][CH2:15][O:16][C:17](=[O:18])[CH3:19].[S:1]([NH2:2])(=[O:3])(=[O:4])[c:5]1[cH:6][c:7]2[c:8]([s:13]1)[CH2:9][NH:10][CH2:11][CH2:12]2>>[S:1]([NH2:2])(=[O:3])(=[O:4])[c:5]1[cH:6][c:7]2[c:8]([s:13]1)[CH:9]=[N:10][CH2:11][CH2:12]2. Reactants: N1CCCC1 (pyrrolidine), C(#N)C1=CC=C(C=C1)NC(C(=O)OCC)C1=CC(=CC(=C1)[Si](C)(C)C)CO (ethyl (RS)-(4-cyano-phenylamino)-(3-hydroxymethyl-5-trimethylsilanyl-phenyl)-acetate), CS(=O)(=O)Cl (methanesulphonyl chloride). Solvent: C(C)N(CC)CC (triethylamine), C(Cl)Cl (CH2Cl2), C(C)N(CC)CC (triethylamine), C1CCOC1 (THF). Run at time 8 hour. The product is C(#N)C1=CC=C(C=C1)NC(C(=O)OCC)C1=CC(=CC(=C1)[Si](C)(C)C)CN1CCCC1 (ethyl (RS)-(4-cyano-phenylamino)-(3-pyrrolidin-1-ylmethyl-5-trimethylsilanyl-phenyl)-acetate). As a reaction SMILES: [C:1]([C:3]1[CH:8]=[CH:7][C:6]([NH:9][CH:10]([C:16]2[CH:21]=[C:20]([Si:22]([CH3:25])([CH3:24])[CH3:23])[CH:19]=[C:18]([CH2:26]O)[CH:17]=2)[C:11]([O:13][CH2:14][CH3:15])=[O:12])=[CH:5][CH:4]=1)#[N:2].CS(Cl)(=O)=O.[NH:33]1[CH2:37][CH2:36][CH2:35][CH2:34]1>C(Cl)Cl.C(N(CC)CC)C.C1COCC1>[C:1]([C:3]1[CH:4]=[CH:5][C:6]([NH:9][CH:10]([C:16]2[CH:21]=[C:20]([Si:22]([CH3:23])([CH3:24])[CH3:25])[CH:19]=[C:18]([CH2:26][N:33]3[CH2:37][CH2:36][CH2:35][CH2:34]3)[CH:17]=2)[C:11]([O:13][CH2:14][CH3:15])=[O:12])=[CH:7][CH:8]=1)#[N:2]. Procedure: 398 mg of the ethyl (RS)-(4-cyano-phenylamino)-(3-hydroxymethyl-5-trimethylsilanyl-phenyl)-acetate described in Example 156.3 were dissolved in 6 ml of CH2Cl2 g and 0.41 ml of triethylamine followed by 0.1 ml of methanesulphonyl chloride were added dropwise at 0° C. The mixture was stirred overnight and an intermediate was then isolated by extraction. This was taken up in 5 ml of THF and stirred together with 0.41 ml of triethylamine and 0.32 ml of pyrrolidine. By repeat extraction there was obt... The reactants are C1(=CC=CC=C1)C1=CC(=NS1)C(=O)OC (methyl 5-phenylisothiazole-3-carboxylate), II (iodine), [N+](=O)(O)[O-] (nitric acid). Run in CCOC(=O)C (EtOAc). Reaction conditions: temperature 80 celsius. Yields the product IC=1C(=NSC1C1=CC=CC=C1)C(=O)OC (methyl 4-iodo-5-phenylisothiazole-3-carboxylate). Isolated yield 21.4%. RXN SMILES: [C:1]1([C:7]2[S:11][N:10]=[C:9]([C:12]([O:14][CH3:15])=[O:13])[CH:8]=2)[CH:6]=[CH:5][CH:4]=[CH:3][CH:2]=1.[I:16]I.[N+]([O-])(O)=O>CCOC(C)=O>[I:16][C:8]1[C:9]([C:12]([O:14][CH3:15])=[O:13])=[N:10][S:11][C:7]=1[C:1]1[CH:2]=[CH:3][CH:4]=[CH:5][CH:6]=1. Procedure: To methyl 5-phenylisothiazole-3-carboxylate (500 mg, 2.280 mmol) in a tube were added iodine (579 mg, 2.280 mmol) and nitric acid (2.280 mmol). The resulting mixture was heated to 80° C. for 1 h. After the reaction was cooled to room temperature, EtOAc (50 mL) was added. The resulting mixture was washed with saturated Na2S2O3 solution until the brown color disappeared. The organic layer was concentrated. HPLC and flash chromatography yielded methyl 4-iodo-5-phenylisothiazole-3-carboxylate (168 m... Starting materials: C(C1=CC=CC=C1)NC(=O)C1=C(N=C(S1)N1C(N(CC1O)CC1=CC=C(C=C1)F)=O)C (N-benzyl-2-(3-(4-fluorobenzyl)-5-hydroxy-2-oxoimidazolidin-1-yl)-4-methylthiazole-5-carboxamide), OC1CN(C(N1C=1SC(=C(N1)C)C(=O)NCC=1C=NC=CC1)=O)CC1=CC=C(C=C1)C(F)(F)F (2-(5-hydroxy-2-oxo-3-(4-(trifluoromethyl)benzyl)imidazolidin-1-yl)-4-methyl-N-(pyridin-3-ylmethyl)thiazole-5-carboxamide). Yields the product CC=1N=C(SC1C(=O)NCC=1C=NC=CC1)N1C(N(C=C1)CC1=CC=C(C=C1)C(F)(F)F)=O (4-methyl-2-(2-oxo-3-(4-(trifluoromethyl)benzyl)-2,3-dihydro-1H-imidazol-1-yl)-N-(pyridin-3-ylmethyl)thiazole-5-carboxamide). The yield is 81.0%. Reaction SMILES: C(NC(C1SC(N2C(O)CN(CC3C=CC(F)=CC=3)C2=O)=NC=1C)=O)C1C=CC=CC=1.O[CH:33]1[N:37]([C:38]2[S:39][C:40]([C:44]([NH:46][CH2:47][C:48]3[CH:49]=[N:50][CH:51]=[CH:52][CH:53]=3)=[O:45])=[C:41]([CH3:43])[N:42]=2)[C:36](=[O:54])[N:35]([CH2:55][C:56]2[CH:61]=[CH:60][C:59]([C:62]([F:65])([F:64])[F:63])=[CH:58][CH:57]=2)[CH2:34]1>>[CH3:43][C:41]1[N:42]=[C:38]([N:37]2[CH:33]=[CH:34][N:35]([CH2:55][C:56]3[CH:57]=[CH:58][C:59]([C:62]([F:65])([F:64])[F:63])=[CH:60][CH:61]=3)[C:36]2=[O:54])[S:39][C:40]=1[C:44]([NH:46][CH2:47][C:48]1[CH:49]=[N:50][CH:51]=[CH:52][CH:53]=1)=[O:45]. Procedure details: Following the procedure as described in Example 17, making variations as required to replace N-benzyl-2-(3-(4-fluorobenzyl)-5-hydroxy-2-oxoimidazolidin-1-yl)-4-methylthiazole-5-carboxamide with 2-(5-hydroxy-2-oxo-3-(4-(trifluoromethyl)benzyl)imidazolidin-1-yl)-4-methyl-N-(pyridin-3-ylmethyl)thiazole-5-carboxamide, the title compound was obtained as a colorless solid in 81% yield: mp 163-164° C. (ethyl acetate/hexanes); 1H NMR (300 MHz, CDCl3) δ 8.58-8.48 (m, 2H), 7.71-7.67 (m, 1H), 7.59 (d, J=8.... Reactants: CO, Cc1c(C)c2c(c(C)c1NC(=O)c1cccs1)C(c1ccc(C(C)C)cc1)C(C)(C)O2. The product is Cc1c(C)c2c(c(C)c1NCc1cccs1)C(c1ccc(C(C)C)cc1)C(C)(C)O2. Reaction SMILES: [CH3:32][OH:33].[CH:1]([CH3:2])([CH3:3])[c:4]1[cH:5][cH:6][c:7]([CH:10]2[C:11]([CH3:30])([CH3:31])[O:12][c:13]3[c:14]2[c:15]([CH3:29])[c:16]([NH:21][C:22](=[O:23])[c:24]2[s:25][cH:26][cH:27][cH:28]2)[c:17]([CH3:20])[c:18]3[CH3:19])[cH:8][cH:9]1>>[CH:1]([CH3:2])([CH3:3])[c:4]1[cH:5][cH:6][c:7]([CH:10]2[C:11]([CH3:30])([CH3:31])[O:12][c:13]3[c:14]2[c:15]([CH3:29])[c:16]([NH:21][CH2:22][c:24]2[s:25][cH:26][cH:27][cH:28]2)[c:17]([CH3:20])[c:18]3[CH3:19])[cH:8][cH:9]1. Reactants: O1C(C1)COC1=C(C(=O)NC2=C3C=CNC3=CC=C2)C=CC=C1 (2-[(2-oxiranyl)methoxy]-N-(1H-indol-4-yl)benzamide), C1(=CC=CC=C1)C(N1CCNCC1)C1=CC=CC=C1 (1-(diphenylmethyl)piperazine). Product: OC(COC1=C(C(=O)NC2=C3C=CNC3=CC=C2)C=CC=C1)CN1CCN(CC1)C(C1=CC=CC=C1)C1=CC=CC=C1 (2-[2-hydroxy-3-[4-(diphenylmethyl)-1-piperazinyl]propoxy]-N-(1H-indol-4-yl)benzamide). Yield: 91.4%. RXN SMILES: [O:1]1[CH2:3][CH:2]1[CH2:4][O:5][C:6]1[CH:23]=[CH:22][CH:21]=[CH:20][C:7]=1[C:8]([NH:10][C:11]1[CH:19]=[CH:18][CH:17]=[C:16]2[C:12]=1[CH:13]=[CH:14][NH:15]2)=[O:9].[C:24]1([CH:30]([C:37]2[CH:42]=[CH:41][CH:40]=[CH:39][CH:38]=2)[N:31]2[CH2:36][CH2:35][NH:34][CH2:33][CH2:32]2)[CH:29]=[CH:28][CH:27]=[CH:26][CH:25]=1>>[OH:1][CH:2]([CH2:3][N:34]1[CH2:35][CH2:36][N:31]([CH:30]([C:24]2[CH:29]=[CH:28][CH:27]=[CH:26][CH:25]=2)[C:37]2[CH:42]=[CH:41][CH:40]=[CH:39][CH:38]=2)[CH2:32][CH2:33]1)[CH2:4][O:5][C:6]1[CH:23]=[CH:22][CH:21]=[CH:20][C:7]=1[C:8]([NH:10][C:11]1[CH:19]=[CH:18][CH:17]=[C:16]2[C:12]=1[CH:13]=[CH:14][NH:15]2)=[O:9]. Reported procedure: Using the procedure of Example 28 of Step C, 3.08 g of 2-[(2-oxiranyl)methoxy]-N-(1H-indol-4-yl)benzamide of Step B of Example 28, and 5.2 g of 1-(diphenylmethyl)piperazine were reacted to obtain after chromatography over silica (eluant: chloroform/ethyl acetate 7:3), 5.12 g of 2-[2-hydroxy-3-[4-(diphenylmethyl)-1-piperazinyl]propoxy]-N-(1H-indol-4-yl)benzamide, and then 3.22 g of its neutral oxalate from 4.36 g of base melting at 170° C.